Dataset: the Open Reaction Database (ORD), a public repository of structured organic reaction records. Task: describe an organic reaction: reactants, conditions, products, and yield The reactants are [BH4-], CCC(C(=O)OC)N1C(=O)C(C)(CC2COC(C)(C)O2)CC(c2cccc(Cl)c2)C1c1ccc(Cl)cc1, [Li+]. Product: CCC(CO)N1C(=O)C(C)(CC2COC(C)(C)O2)CC(c2cccc(Cl)c2)C1c1ccc(Cl)cc1. Reaction SMILES: [BH4-:38].[Cl:1][c:2]1[cH:3][c:4]([CH:8]2[CH2:9][C:10]([CH3:29])([CH2:30][CH:31]3[O:32][C:33]([CH3:36])([CH3:37])[O:34][CH2:35]3)[C:11](=[O:28])[N:12]([CH:21]([C:22](=[O:23])[O:24][CH3:25])[CH2:26][CH3:27])[CH:13]2[c:14]2[cH:15][cH:16][c:17]([Cl:20])[cH:18][cH:19]2)[cH:5][cH:6][cH:7]1.[Li+:39]>>[Cl:1][c:2]1[cH:3][c:4]([CH:8]2[CH2:9][C:10]([CH3:29])([CH2:30][CH:31]3[O:32][C:33]([CH3:36])([CH3:37])[O:34][CH2:35]3)[C:11](=[O:28])[N:12]([CH:21]([CH2:22][OH:23])[CH2:26][CH3:27])[CH:13]2[c:14]2[cH:15][cH:16][c:17]([Cl:20])[cH:18][cH:19]2)[cH:5][cH:6][cH:7]1.